Task: describe an organic reaction: reactants, conditions, products, and yield. Dataset: the Open Reaction Database (ORD), a public repository of structured organic reaction records The reactants are N[C@@H](CO)C(C)C ((R)-2-amino-3-methyl-butan-1-ol), ClC1=NC(=CN=C1)Cl (2,6-dichloropyrazine). The product is ClC1=CN=CC(=N1)N[C@@H](CO)C(C)C ((R)-2-(6-chloro-pyrazin-2-ylamino)-3-methyl-butan-1-ol). As a reaction SMILES: [NH2:1][C@H:2]([CH:5]([CH3:7])[CH3:6])[CH2:3][OH:4].[Cl:8][C:9]1[CH:14]=[N:13][CH:12]=[C:11](Cl)[N:10]=1>>[Cl:8][C:9]1[N:10]=[C:11]([NH:1][C@H:2]([CH:5]([CH3:7])[CH3:6])[CH2:3][OH:4])[CH:12]=[N:13][CH:14]=1. Procedure: In analogy to the procedures described for the preparation of intermediate A-20 and A-3 [C]: i) (R)-2-amino-3-methyl-butan-1-ol has been reacted with 2,6-dichloropyrazine to give (R)-2-(6-chloro-pyrazin-2-ylamino)-3-methyl-butan-1-ol; ii) subsequent condensation with 1-methyl-6-(4,4,5,5-tetramethyl-[1,3,2]dioxaborolan-2-yl)-3,4-dihydro-1H-quinolin-2-one (intermediate A-1) gave the title compound as a light yellow solid. MS: 341.2 (M+H+). Reactants: IC1=CC2=C(C=C1)OCO2 (1-iodo-3,4-methylenedioxybenzene), C1(CCCCC1)P(C1=C(C=CC=C1)C1=C(C=C(C=C1C(C)C)C(C)C)C(C)C)C1CCCCC1 (2-dicyclohexylphosphino-2′,4′,6′-triisopropylbiphenyl), C1(CCCCC1)P(C1=C(C=CC=C1)C1=C(C=C(C=C1C(C)C)C(C)C)C(C)C)C1CCCCC1 (2-dicyclohexylphosphino-2′,4′,6′-triisopropylbiphenyl), NC1=C(C(=O)OC(C)(C)C)C=CC(=C1)C1=CC(=CC=C1)Cl (tert-butyl 2-amino-4-(3-chlorophenyl)benzoate), C([O-])([O-])=O.[Cs+].[Cs+] (cesium carbonate), C(CC(O)(C(=O)O)CC(=O)O)(=O)O (citric acid). The reagents and catalysts are C=1C=CC(=CC1)/C=C/C(=O)/C=C/C2=CC=CC=C2.C=1C=CC(=CC1)/C=C/C(=O)/C=C/C2=CC=CC=C2.C=1C=CC(=CC1)/C=C/C(=O)/C=C/C2=CC=CC=C2.[Pd].[Pd] (tris(dibenzylideneacetone)dipalladium(0)), C(C)(=O)[O-].[Pd+2].C(C)(=O)[O-] (palladium acetate), C=1C=CC(=CC1)/C=C/C(=O)/C=C/C2=CC=CC=C2.C=1C=CC(=CC1)/C=C/C(=O)/C=C/C2=CC=CC=C2.C=1C=CC(=CC1)/C=C/C(=O)/C=C/C2=CC=CC=C2.[Pd].[Pd] (tris(dibenzylideneacetone)dipalladium(0)), C(C)(=O)[O-].[Pd+2].C(C)(=O)[O-] (palladium acetate). Solvent: C1(=CC=CC=C1)C (toluene), C(C)(=O)OCC (ethyl acetate). Run at temperature 110 celsius, time 24 hour. Product: O1COC2=C1C=CC(=C2)NC2=C(C(=O)OC(C)(C)C)C=CC(=C2)C2=CC(=CC=C2)Cl (tert-butyl 2-((benzo-1,3-dioxol-5-yl)amino)-4-(3-chlorophenyl)benzoate). RXN SMILES: [NH2:1][C:2]1[CH:14]=[C:13]([C:15]2[CH:20]=[CH:19][CH:18]=[C:17]([Cl:21])[CH:16]=2)[CH:12]=[CH:11][C:3]=1[C:4]([O:6][C:7]([CH3:10])([CH3:9])[CH3:8])=[O:5].C(=O)([O-])[O-].[Cs+].[Cs+].I[C:29]1[CH:34]=[CH:33][C:32]2[O:35][CH2:36][O:37][C:31]=2[CH:30]=1.C1(P(C2CCCCC2)C2C=CC=CC=2C2C(C(C)C)=CC(C(C)C)=CC=2C(C)C)CCCCC1.C(O)(=O)CC(CC(O)=O)(C(O)=O)O>C1C=CC(/C=C/C(/C=C/C2C=CC=CC=2)=O)=CC=1.C1C=CC(/C=C/C(/C=C/C2C=CC=CC=2)=O)=CC=1.C1C=CC(/C=C/C(/C=C/C2C=CC=CC=2)=O)=CC=1.[Pd].[Pd].C([O-])(=O)C.[Pd+2].C([O-])(=O)C.C(OCC)(=O)C.C1(C)C=CC=CC=1>[O:35]1[C:32]2[CH:33]=[CH:34][C:29]([NH:1][C:2]3[CH:14]=[C:13]([C:15]4[CH:20]=[CH:19][CH:18]=[C:17]([Cl:21])[CH:16]=4)[CH:12]=[CH:11][C:3]=3[C:4]([O:6][C:7]([CH3:9])([CH3:10])[CH3:8])=[O:5])=[CH:30][C:31]=2[O:37][CH2:36]1 |f:1.2.3,7.8.9.10.11,12.13.14|. Procedure details: To toluene 3.0 mL suspension of tert-butyl 2-amino-4-(3-chlorophenyl)benzoate 0.12 g and cesium carbonate 0.32 g were added 1-iodo-3,4-methylenedioxybenzene 0.20 g, 2-dicyclohexylphosphino-2′,4′,6′-triisopropylbiphenyl 9.4 mg, tris(dibenzylideneacetone)dipalladium(0) 3.6 mg and palladium acetate 1.8 mg at room temperature, and it was stirred at 110° C. for 24 hours. After the reaction mixture was cooled to room temperature, 2-dicyclohexylphosphino-2′,4′,6′-triisopropylbiphenyl 9.4 mg, tris(diben... The reactants are C(C)(C)(C)C1=CC=C(C=C1)S(=O)(=O)Cl (4-t-butylbenzenesulfonyl chloride), NC1=CC=C(C(=C1C(=O)C=1C=NC=CC1)F)F ((6-Amino-2,3-difluoro-phenyl)-pyridin-3-yl-methanone). The product is C(C)(C)(C)C1=CC=C(C=C1)S(=O)(=O)NC1=C(C(=C(C=C1)F)F)C(=O)C=1C=NC=CC1 (4-tert-Butyl-N-[3,4-difluoro-2-(pyridine-3-carbonyl)-phenyl]-benzenesulfonamide). Reaction SMILES: [C:1]([C:5]1[CH:10]=[CH:9][C:8]([S:11](Cl)(=[O:13])=[O:12])=[CH:7][CH:6]=1)([CH3:4])([CH3:3])[CH3:2].[NH2:15][C:16]1[C:21]([C:22]([C:24]2[CH:25]=[N:26][CH:27]=[CH:28][CH:29]=2)=[O:23])=[C:20]([F:30])[C:19]([F:31])=[CH:18][CH:17]=1>>[C:1]([C:5]1[CH:10]=[CH:9][C:8]([S:11]([NH:15][C:16]2[CH:17]=[CH:18][C:19]([F:31])=[C:20]([F:30])[C:21]=2[C:22]([C:24]2[CH:25]=[N:26][CH:27]=[CH:28][CH:29]=2)=[O:23])(=[O:13])=[O:12])=[CH:7][CH:6]=1)([CH3:4])([CH3:3])[CH3:2]. Procedure: The title compound was prepared by the reaction of 4-t-butylbenzenesulfonyl chloride with (6-Amino-2,3-difluoro-phenyl)-pyridin-3-yl-methanone following the general procedure. MS: m/z 431.1 (M++1). Product: Fc1ccc(C23CCC(CCC2OCc2cc(C(F)(F)F)cc(C(F)(F)F)c2)N3Cc2ccccc2)cc1. The reactants are C1CCOC1, OC1CCC2CCC1(c1ccc(F)cc1)N2Cc1ccccc1, CCCC(C)C, FC(F)(F)c1cc(CBr)cc(C(F)(F)F)c1, [H-], [Na+], O. As a reaction SMILES: [CH2:3]1[O:4][CH2:5][CH2:6][CH2:7]1.[CH2:8]([c:9]1[cH:10][cH:11][cH:12][cH:13][cH:14]1)[N:15]1[C:16]2([c:24]3[cH:25][cH:26][c:27]([F:30])[cH:28][cH:29]3)[CH:17]([OH:23])[CH2:18][CH2:19][CH:20]1[CH2:21][CH2:22]2.[CH3:47][CH2:48][CH2:49][CH:50]([CH3:51])[CH3:52].[F:31][C:32]([c:33]1[cH:34][c:35]([CH2:36][Br:37])[cH:38][c:39]([C:41]([F:42])([F:43])[F:44])[cH:40]1)([F:45])[F:46].[H-:1].[Na+:2].[OH2:53]>>[CH2:8]([c:9]1[cH:10][cH:11][cH:12][cH:13][cH:14]1)[N:15]1[C:16]2([c:24]3[cH:25][cH:26][c:27]([F:30])[cH:28][cH:29]3)[CH:17]([O:23][CH2:36][c:35]3[cH:34][c:33]([C:32]([F:31])([F:45])[F:46])[cH:40][c:39]([C:41]([F:42])([F:43])[F:44])[cH:38]3)[CH2:18][CH2:19][CH:20]1[CH2:21][CH2:22]2. The solvent is C(C)#N (acetonitrile). RXN SMILES: [N:1]1[C:10]2[C:5](=[CH:6][CH:7]=[CH:8][N:9]=2)[C:4](O)=[CH:3][CH:2]=1.[Br-:12].[Br-].[Br-].[P+3]=O.N>C(#N)C>[Br:12][C:4]1[C:5]2[C:10](=[N:9][CH:8]=[CH:7][CH:6]=2)[N:1]=[CH:2][CH:3]=1 |f:1.2.3.4|. Procedure details: To a solution of 1,8-naphthyridin-4-ol (59 g, 400 mmol) in acetonitrile (500 ml) was added phosphorus oxide tribromide. The reaction mixture was heated to reflux. After 1 hour, the reaction mixture was carefully diluted with ice and the resulting solution was basified with ammonia solution (25%) to pH>7. The reaction mixture was partially concentrated in vacuo, then extracted with chloroform (4×500 ml). The organics were dried over sodium sulfate, filtered, and concentrated in vacuo. The residue... Run at time 1 hour. The reactants are N1=CC=C(C2=CC=CN=C12)O (1,8-naphthyridin-4-ol), [Br-].[Br-].[Br-].[P+3]=O (phosphorus oxide tribromide), N (ammonia). Yields the product BrC1=CC=NC2=NC=CC=C12 (4-bromo-1,8-naphthyridine). Reactants: C=1(C(=CC=CC1)C(=O)NC1=CC=C(C(=O)OC)C=C1)C1=CC=CC=C1 (methyl 4-[([1,1'-biphenyl]-2-carbonyl)amino]benzoate), Cl (hydrochloric acid). The solvent is C(C)O (ethyl alcohol), [OH-].[Na+] (sodium hydroxide). The product is C=1(C(=CC=CC1)C(=O)NC1=CC=C(C(=O)O)C=C1)C1=CC=CC=C1 (4-[([1,1'-Biphenyl] -2-carbonyl)amino]benzoic Acid). As a reaction SMILES: [C:1]1([C:20]2[CH:25]=[CH:24][CH:23]=[CH:22][CH:21]=2)[C:2]([C:7]([NH:9][C:10]2[CH:19]=[CH:18][C:13]([C:14]([O:16]C)=[O:15])=[CH:12][CH:11]=2)=[O:8])=[CH:3][CH:4]=[CH:5][CH:6]=1.Cl>C(O)C.[OH-].[Na+]>[C:1]1([C:20]2[CH:21]=[CH:22][CH:23]=[CH:24][CH:25]=2)[C:2]([C:7]([NH:9][C:10]2[CH:19]=[CH:18][C:13]([C:14]([OH:16])=[O:15])=[CH:12][CH:11]=2)=[O:8])=[CH:3][CH:4]=[CH:5][CH:6]=1 |f:3.4|. Procedure details: A 3.15 g sample of methyl 4-[([1,1'-biphenyl]-2-carbonyl)amino]benzoate is refluxed for 8 hours in 100 ml of ethyl alcohol and 2.5 ml of 10N sodium hydroxide. The cooled reaction mixture is acidified with hydrochloric acid and the desired product collected and dried to give 2.9 g of the desired product as a solid m.p. 246°-249° C. M+H=318 . The reactants are ICCCCC(=O)OCC (ethyl 5-iodovalerate), dithia-substituted fatty acid ethers, C(C)SCCCCCS (5-ethylthiopentane thiol), [H-].[Na+] (sodium hydride). Product: C(CCCCSCCCCCSCC)(=O)OCC (ethyl 6,12-dithiatetradecanoate). As a reaction SMILES: [CH2:1]([S:3][CH2:4][CH2:5][CH2:6][CH2:7][CH2:8][SH:9])[CH3:2].[H-].[Na+].I[CH2:13][CH2:14][CH2:15][CH2:16][C:17]([O:19][CH2:20][CH3:21])=[O:18]>>[C:17]([O:19][CH2:20][CH3:21])(=[O:18])[CH2:16][CH2:15][CH2:14][CH2:13][S:9][CH2:8][CH2:7][CH2:6][CH2:5][CH2:4][S:3][CH2:1][CH3:2] |f:1.2|. Procedure: To illustrate the preparation of the dithia-substituted fatty acid ethers, 5-ethylthiopentane thiol can be reacted with sodium hydride and the resulting product reacted with ethyl 5-iodovalerate to yield ethyl 6,12-dithiatetradecanoate. The ester group can then be removed by treatment with alkali metal hydroxide, e.g. NaOH, to produce the desired 6,12-dithiatetradecanoic acid. Starting materials: [H-].[Na+] (Sodium hydride), [O-]C1=CC=CC=C1 (phenoxide), BrC1=CC(=C(C#N)C=C1)F (4-bromo-2-fluoro-benzonitrile), C1(=CC=CC=C1)O (phenol), [H-].[Na+] (NaH), [OH-].[Na+] (NaOH). The solvent is CN(C)C=O (DMF). Yields the product BrC1=CC(=C(C#N)C=C1)OC1=CC=CC=C1 (4-Bromo-2-phenoxy-benzonitrile). The yield is 90.4%. RXN SMILES: [H-].[Na+].[C:3]1([OH:9])[CH:8]=[CH:7][CH:6]=[CH:5][CH:4]=1.[O-]C1C=CC=CC=1.[Br:17][C:18]1[CH:25]=[CH:24][C:21]([C:22]#[N:23])=[C:20](F)[CH:19]=1.[OH-].[Na+]>CN(C=O)C>[Br:17][C:18]1[CH:25]=[CH:24][C:21]([C:22]#[N:23])=[C:20]([O:9][C:3]2[CH:8]=[CH:7][CH:6]=[CH:5][CH:4]=2)[CH:19]=1 |f:0.1,5.6|. Procedure: Sodium hydride (12 g, 300 mmol) (60% by wt) was weighed into a flask and washed free of oil with several hexane rinsings. The hexanes were decanted and discarded and DMF was added to the flask. A DMF-solution of phenol (23.5 g, 250 mmol in 100 mL DMF) was added dropwise to the NaH mixture and stirred at room temperature. To the phenoxide was added a solution of 4-bromo-2-fluoro-benzonitrile (50 g, 250 mmol in 100 mL DMF), dropwise. Upon complete addition, the reaction was refluxed for 20 h. The ... Starting materials: [N+](=O)([O-])C1=CC=C(COC2=CC(=NC=N2)OC2=C(C=CC=C2)/C(/C(=O)OC)=C\OC)C=C1 ((E)-Methyl 2-[2-(6-(4-nitrobenzyloxy)pyrimidin-4-yloxy)phenyl]-3-methoxypropenoate), [H][H] (hydrogen), C(C)(=O)OCC.CCCCCC (ethyl acetate hexane). Reagents/catalysts: [Pd] (Pd/C). Run in C(C)O (ethanol). Reaction conditions: time 90 minute. Yields the product OC1=CC(=NC=N1)OC1=C(C=CC=C1)/C(/C(=O)OC)=C\OC ((E)-methyl 2-[2-(6-hydroxypyrimidin-4-yloxy)phenyl]-3-methoxypropenoate). Isolated yield 51.7%. RXN SMILES: [N+](C1C=CC(C[O:9][C:10]2[N:15]=[CH:14][N:13]=[C:12]([O:16][C:17]3[CH:22]=[CH:21][CH:20]=[CH:19][C:18]=3/[C:23](=[CH:28]\[O:29][CH3:30])/[C:24]([O:26][CH3:27])=[O:25])[CH:11]=2)=CC=1)([O-])=O.[H][H].C(OCC)(=O)C.CCCCCC>C(O)C.[Pd]>[OH:9][C:10]1[N:15]=[CH:14][N:13]=[C:12]([O:16][C:17]2[CH:22]=[CH:21][CH:20]=[CH:19][C:18]=2/[C:23](=[CH:28]\[O:29][CH3:30])/[C:24]([O:26][CH3:27])=[O:25])[CH:11]=1 |f:2.3|. Procedure details: (E)-Methyl 2-[2-(6-(4-nitrobenzyloxy)pyrimidin-4-yloxy)phenyl]-3-methoxypropenoate (1.4 g) in ethanol (30 ml) in the presence of 5% Pd/C catalyst (300 mg) was treated with hydrogen at 1 atmosphere pressure. After 90 minutes, the reaction mixture was filtered and evaporated to give a yellow oil. Chromatography (eluent ethyl acetate-hexane, 95:5) afforded (E)-methyl 2-[2-(6-hydroxypyrimidin-4-yloxy)phenyl]-3-methoxypropenoate (500 mg) as a pale yellow solid; m.p. 168-170° C.; 1H NMR: δ 3.80(3H,s),... Starting materials: C1CCNCC1, CO, O=Cc1ccc2c(I)n[nH]c2c1, O=C1Cc2ccccc2N1. Product: O=C1Nc2ccccc2C1=Cc1ccc2c(I)n[nH]c2c1. As a reaction SMILES: [CH2:23]1[CH2:24][CH2:25][NH:26][CH2:27][CH2:28]1.[CH3:29][OH:30].[I:1][c:2]1[n:3][nH:4][c:5]2[cH:6][c:7]([CH:11]=[O:12])[cH:8][cH:9][c:10]12.[NH:13]1[C:14](=[O:22])[CH2:15][c:16]2[cH:17][cH:18][cH:19][cH:20][c:21]21>>[I:1][c:2]1[n:3][nH:4][c:5]2[cH:6][c:7]([CH:11]=[C:15]3[C:14](=[O:22])[NH:13][c:21]4[c:16]3[cH:17][cH:18][cH:19][cH:20]4)[cH:8][cH:9][c:10]12.